From a dataset of the Open Reaction Database (ORD), a public repository of structured organic reaction records. describe an organic reaction: reactants, conditions, products, and yield The reactants are N[NH+]([O-])C(=O)c1cccnc1, CCOCC, CC(=O)O, CC(=O)OC(C)=O. Product: CC(=O)[N+](N)([O-])C(=O)c1cccnc1. As a reaction SMILES: [C:1]([c:2]1[cH:3][n:4][cH:5][cH:6][cH:7]1)(=[O:8])[NH+:9]([NH2:10])[O-:11].[CH2:23]([O:24][CH2:25][CH3:26])[CH3:27].[CH3:12][C:13]([OH:14])=[O:15].[CH3:16][C:17]([O:18][C:19](=[O:20])[CH3:21])=[O:22]>>[C:1]([c:2]1[cH:3][n:4][cH:5][cH:6][cH:7]1)(=[O:8])[N+:9]([NH2:10])([O-:11])[C:13]([CH3:12])=[O:14]. The reactants are CC(NC(=O)OC(C)(C)C)C(=O)O, C1CCNC1. The product is CC(NC(=O)OC(C)(C)C)C(=O)N1CCCC1. RXN SMILES: [C:1](=[O:2])([O:3][C:4]([CH3:5])([CH3:6])[CH3:7])[NH:8][CH:9]([CH3:10])[C:11](=[O:12])[OH:13].[CH2:14]1[CH2:15][CH2:16][NH:17][CH2:18]1>>[C:1](=[O:2])([O:3][C:4]([CH3:5])([CH3:6])[CH3:7])[NH:8][CH:9]([CH3:10])[C:11](=[O:13])[N:17]1[CH2:16][CH2:15][CH2:14][CH2:18]1. The reactants are Cl.ClC(C(F)(F)F)C=1C(C(=C(N(C1)C)C)O)=O (5-(1-chloro-2,2,2-trifluoroethyl)-3-hydroxy-1,2-dimethylpyridin-4(1H)-one hydrochloride), N1CCCCC1 (piperidine). Reaction conditions: time 20 minute. Yields the product OC1=C(N(C=C(C1=O)C(C(F)(F)F)N1CCCCC1)C)C (3-Hydroxy-1,2-dimethyl-5-[2,2,2-trifluoro-1-(piperidin-1-yl)ethyl]pyridin-4(1H)-one), product. Isolated yield 73.0%. RXN SMILES: Cl.Cl[CH:3]([C:8]1[C:9](=[O:17])[C:10]([OH:16])=[C:11]([CH3:15])[N:12]([CH3:14])[CH:13]=1)[C:4]([F:7])([F:6])[F:5].[NH:18]1[CH2:23][CH2:22][CH2:21][CH2:20][CH2:19]1>>[OH:16][C:10]1[C:9](=[O:17])[C:8]([CH:3]([N:18]2[CH2:23][CH2:22][CH2:21][CH2:20][CH2:19]2)[C:4]([F:7])([F:6])[F:5])=[CH:13][N:12]([CH3:14])[C:11]=1[CH3:15] |f:0.1|. Procedure details: 3-Hydroxy-1,2-dimethyl-5-[2,2,2-trifluoro-1-(piperidin-1-yl)ethyl]pyridin-4(1H)-one (Apo7054) was prepared from the reaction of 5-(1-chloro-2,2,2-trifluoroethyl)-3-hydroxy-1,2-dimethylpyridin-4(1H)-one hydrochloride (304 mg, 1.0 mmol) and piperidine (2.0 mL, 20.3 mmol). The reaction was completed within 20 min, and Apo7054 was obtained as a solid product (232 mg). Yield=73%; HPLC Method 1, purity (AUC)=99.4% at 280 nm; 1H NMR (DMSO-D6) δ (ppm): 7.66 (s, 1H), 4.83-4.94 (m, 1H), 3.71 (s, 3H), 2.56... Starting materials: C([O-])(O)=O.[Na+] (sodium bicarbonate), CCCCCCCCC(CC)O (undecan-9-ol), Cl[O-].[Ca+2].Cl[O-] (calcium hypochlorite). Run in C(C)#N (acetonitrile). Run at temperature 28.5 celsius, time 60 hour. Yields the product CCCCCCCCC(CC)=O (undecan-9-one). Reaction SMILES: [CH3:1][CH2:2][CH2:3][CH2:4][CH2:5][CH2:6][CH2:7][CH2:8][CH:9]([OH:12])[CH2:10][CH3:11].C(=O)(O)[O-].[Na+].Cl[O-].[Ca+2].Cl[O-]>C(#N)C>[CH3:1][CH2:2][CH2:3][CH2:4][CH2:5][CH2:6][CH2:7][CH2:8][C:9](=[O:12])[CH2:10][CH3:11] |f:1.2,3.4.5|. Procedure: Forty grams (0.2 mol) of 3,3-dimethyl-1,5-dioxaspiro<5.5>undecan-9-ol were dissolved in 400 ml of acetonitrile, and 23.5 g of sodium bicarbonate was added thereto with stirring. Next, 40.0 g of silica gel (MCB Grade 62 60-200 mesh) was added to the mixture, which was followed by the addition of 40.0 g (0.28 mol) of calcium hypochlorite (Fisher Chemical Company) portionwise over a period of 90 seconds. The reaction mixture was stirred at 23.5° C. for one hour and then heated slowly to 28.5° C., a... Reactants: CC(=O)N1c2ccc(N)cc2C(C)(c2ccccc2)CC1(C)C, COc1cc(C(=O)Cl)cc(OC)c1OC, CCN(C(C)C)C(C)C, C1CCOC1. Yields the product COc1cc(C(=O)Nc2ccc3c(c2)C(C)(c2ccccc2)CC(C)(C)N3C(C)=O)cc(OC)c1OC. RXN SMILES: [C:1]([CH3:2])(=[O:3])[N:4]1[C:5]([CH3:22])([CH3:23])[CH2:6][C:7]([CH3:15])([c:16]2[cH:17][cH:18][cH:19][cH:20][cH:21]2)[c:8]2[cH:9][c:10]([NH2:14])[cH:11][cH:12][c:13]21.[CH3:24][O:25][c:26]1[cH:27][c:28]([C:29](=[O:30])[Cl:31])[cH:32][c:33]([O:37][CH3:38])[c:34]1[O:35][CH3:36].[CH:39]([N:40]([CH2:41][CH3:42])[CH:43]([CH3:44])[CH3:45])([CH3:46])[CH3:47].[O:48]1[CH2:49][CH2:50][CH2:51][CH2:52]1>>[C:1]([CH3:2])(=[O:3])[N:4]1[C:5]([CH3:22])([CH3:23])[CH2:6][C:7]([CH3:15])([c:16]2[cH:17][cH:18][cH:19][cH:20][cH:21]2)[c:8]2[cH:9][c:10]([NH:14][C:29]([c:28]3[cH:27][c:26]([O:25][CH3:24])[c:34]([O:35][CH3:36])[c:33]([O:37][CH3:38])[cH:32]3)=[O:30])[cH:11][cH:12][c:13]21.